This data is from the Open Reaction Database (ORD), a public repository of structured organic reaction records. The task is: describe an organic reaction: reactants, conditions, products, and yield Starting materials: resultant solution, N1CCCCC1 (piperidine), C1=CC=CC=2C3=CC=CC=C3C(C12)COC(=O)NC(CC(=O)N1C[C@@H](CCC1)C1=NC2=C(N1CCCOC)C=CC=C2)C2CCN(CC2)C(=O)OC(C)(C)C (tert-butyl 4-(1-(((9H-fluoren-9-yl)methoxy)carbonylamino)-3-((R)-3-(1-(3-methoxypropyl)-1H-benzo[d]imidazol-2-yl)piperidin-1-yl)-3-oxopropyl)piperidine-1-carboxylate), FC(C(=O)O)(F)F (Trifluoroacetic acid). Solvent: CC#N (CH3CN), O (water), CN(C)C=O (DMF), C(Cl)Cl (CH2Cl2). The product is NC(CC(=O)N1C[C@@H](CCC1)C1=NC2=C(N1CCCOC)C=CC=C2)C2CCNCC2 (3-amino-1-((R)-3-(1-(3-methoxypropyl)-1H-benzo[d]imidazol-2-yl)piperidin-1-yl)-3-(piperidin-4-yl)propan-1-one), bis-trifluoroacetic acid. Isolated yield 60.0%. Reaction SMILES: C1C2C(COC([NH:18][CH:19]([CH:43]3[CH2:48][CH2:47][N:46](C(OC(C)(C)C)=O)[CH2:45][CH2:44]3)[CH2:20][C:21]([N:23]3[CH2:28][CH2:27][CH2:26][C@@H:25]([C:29]4[N:33]([CH2:34][CH2:35][CH2:36][O:37][CH3:38])[C:32]5[CH:39]=[CH:40][CH:41]=[CH:42][C:31]=5[N:30]=4)[CH2:24]3)=[O:22])=O)C3C(=CC=CC=3)C=2C=CC=1.FC(F)(F)C(O)=O.N1CCCCC1>C(Cl)Cl.CN(C=O)C.CC#N.O>[NH2:18][CH:19]([CH:43]1[CH2:48][CH2:47][NH:46][CH2:45][CH2:44]1)[CH2:20][C:21]([N:23]1[CH2:28][CH2:27][CH2:26][C@@H:25]([C:29]2[N:33]([CH2:34][CH2:35][CH2:36][O:37][CH3:38])[C:32]3[CH:39]=[CH:40][CH:41]=[CH:42][C:31]=3[N:30]=2)[CH2:24]1)=[O:22]. Procedure: Compound 28A (0.293 mmol max, crude oil) was added to a 10 mL round-bottomed flask equipped for stirring under nitrogen and dissolved in CH2Cl2(2 mL). Trifluoroacetic acid (2 mL) was then added and the solution was stirred at room temperature for 2 hr. The solvent was removed in-vacuo affording a clear colored oil. This oil was re-dissolved in DMF (3 mL) and piperidine (0.500 mL) and allowed to stir at room temperature for 3 hr. This reaction solution was then directly purified by preparative LC... Starting materials: ClC=1C=C2C(=C(C(C3(CCOCC3)C2=CC1)=O)C(=O)NCC(=O)OC)O (Methyl N-((6-chloro-4-hydroxy-2-oxo-2′,3′,5′,6′-tetrahydro-2H-spiro[naphthalene-1,4′-pyran]-3-yl)carbonyl)glycinate), O.[OH-].[Li+] (lithium hydroxide monohydrate). The solvent is O (water). Run at time 30 minute. Yields the product ClC=1C=C2C(=C(C(C3(CCOCC3)C2=CC1)=O)C(=O)NCC(=O)O)O (N-((6-Chloro-4-hydroxy-2-oxo-2′,3′,5′,6′-tetrahydro-spiro[naphthalene-1,4′-pyran]-3-yl)carbonyl)glycine). RXN SMILES: [Cl:1][C:2]1[CH:3]=[C:4]2[C:14](=[CH:15][CH:16]=1)[C:8]1([CH2:13][CH2:12][O:11][CH2:10][CH2:9]1)[C:7](=[O:17])[C:6]([C:18]([NH:20][CH2:21][C:22]([O:24]C)=[O:23])=[O:19])=[C:5]2[OH:26].O.[OH-].[Li+]>O>[Cl:1][C:2]1[CH:3]=[C:4]2[C:14](=[CH:15][CH:16]=1)[C:8]1([CH2:9][CH2:10][O:11][CH2:12][CH2:13]1)[C:7](=[O:17])[C:6]([C:18]([NH:20][CH2:21][C:22]([OH:24])=[O:23])=[O:19])=[C:5]2[OH:26] |f:1.2.3|. Procedure details: Methyl N-((6-chloro-4-hydroxy-2-oxo-2′,3′,5′,6′-tetrahydro-2H-spiro[naphthalene-1,4′-pyran]-3-yl)carbonyl)glycinate (0.684 g, 1.79 mmol, 1.0 eq.) was suspended in water (10.0 mL) and treated with lithium hydroxide monohydrate (0.227 g, 5.40 mmol). After 30 minutes at ambient temperature, the resulting homogeneous mixture was quenched with 1N HCl solution to pH=2. The white solid that precipitated upon acidification was collected by vacuum filtration and washed with 1:1 H2O/acetone (2×2.0 mL). Th...